Dataset: the Open Reaction Database (ORD), a public repository of structured organic reaction records. Task: describe an organic reaction: reactants, conditions, products, and yield Reactants: S1N=CC2=C1C=CC=C2.C(CCC)OC(=O)N2CCNCC2 (butyloxycarbonylpiperazine benzisothiazole), Cl (HCl), C(C)O (ethanol). Conditions: time 30 minute. The product is Cl.COC1=CC=CC2=C1C(=NS2)N2CCNCC2 (4-methoxy-1,2-benzisothiazol-3-yl-piperazine hydrochloride). Yield: 62.0%. As a reaction SMILES: [S:1]1[C:5]2[CH:6]=[CH:7][CH:8]=[CH:9][C:4]=2[CH:3]=[N:2]1.C(OC([N:17]1[CH2:22][CH2:21][NH:20][CH2:19][CH2:18]1)=O)CCC.[ClH:23].[CH2:24]([OH:26])C>>[ClH:23].[CH3:24][O:26][C:9]1[C:4]2[C:3]([N:17]3[CH2:22][CH2:21][NH:20][CH2:19][CH2:18]3)=[N:2][S:1][C:5]=2[CH:6]=[CH:7][CH:8]=1 |f:0.1,4.5|. Procedure: The butyloxycarbonylpiperazine benzisothiazole (0.012 mole) was taken up in warm absolute ethanol and acidified with ethanolic HCl (5 mole equiv.). The solution was stirred 30 minutes at 90°. The mixture was cooled and the solvent removed in vacuo. The crude solid was recrystallized from absolute EtOH affording 4-methoxy-1,2-benzisothiazol-3-yl-piperazine hydrochloride in 62% yield. The reactants are [B] (Boron), NC(C1=CC(=NC(=C1)Cl)N1CCC(CC1)NC(OC(C)(C)C)=O)=NO (tert-butyl 1-{4-[amino (hydroxyimino)methyl]-6-chloropyridin-2-yl}piperidin-4-ylcarbamate), NC(C1=CC(=NC(=C1)Cl)N1CCC(CC1)NC(OC(C)(C)C)=O)=NO (tert-butyl 1-{4-[amino (hydroxyimino)methyl]-6-chloropyridin-2-yl}piperidin-4-ylcarbamate), C(C)OC(C)(OCC)OCC (1,1,1-triethoxyethane). Yields the product ClC1=CC(=CC(=N1)N1CCC(CC1)NC(OC(C)(C)C)=O)C1=NOC=N1 (tert-Butyl 1-[6-chloro-4-(1,2,4-oxadiazol-3-yl)pyridin-2-yl]piperidin-4-ylcarbamate). Reaction SMILES: [B].[NH2:2][C:3](=[N:25][OH:26])[C:4]1[CH:9]=[C:8]([Cl:10])[N:7]=[C:6]([N:11]2[CH2:16][CH2:15][CH:14]([NH:17][C:18](=[O:24])[O:19][C:20]([CH3:23])([CH3:22])[CH3:21])[CH2:13][CH2:12]2)[CH:5]=1.[CH2:27](OC(OCC)(OCC)C)C>>[Cl:10][C:8]1[N:7]=[C:6]([N:11]2[CH2:12][CH2:13][CH:14]([NH:17][C:18](=[O:24])[O:19][C:20]([CH3:21])([CH3:22])[CH3:23])[CH2:15][CH2:16]2)[CH:5]=[C:4]([C:3]2[N:2]=[CH:27][O:26][N:25]=2)[CH:9]=1. Procedure details: Boron trifluoroetherate (0.1 ml) was added to a solution of tert-butyl 1-{4-[amino (hydroxyimino)methyl]-6-chloropyridin-2-yl}piperidin-4-ylcarbamate (Intermediate 54) (0.254 g, 0.69 mmol) in 1,1,1-triethoxyethane (1.5 ml) at room temperature. The mixture was refluxed for 10 minutes. The mixture was purified by flash chromatography on silica gel eluting with (n-hexanes:EtOAc; 70:30) to afford the title compound (50 mg).